This data is from the Open Reaction Database (ORD), a public repository of structured organic reaction records. The task is: describe an organic reaction: reactants, conditions, products, and yield The reactants are C(C)N(C(=S)SC=1C=NC=CC1NC(C(C)(C)C)=O)CC (4-pivalamidopyridin-3-yl diethylcarbamodithioate). Solvent: CO (methanol), [OH-].[Na+] (sodium hydroxide). The product is C(C)N(C(=S)SC=1C=NC=CC1N)CC (4-aminopyridin-3-yl diethylcarbamodithioate). Yield: 62.1%. RXN SMILES: [CH2:1]([N:3]([CH2:20][CH3:21])[C:4]([S:6][C:7]1[CH:8]=[N:9][CH:10]=[CH:11][C:12]=1[NH:13]C(=O)C(C)(C)C)=[S:5])[CH3:2]>CO.[OH-].[Na+]>[CH2:20]([N:3]([CH2:1][CH3:2])[C:4]([S:6][C:7]1[CH:8]=[N:9][CH:10]=[CH:11][C:12]=1[NH2:13])=[S:5])[CH3:21] |f:2.3|. Procedure: An opaque solution of 4-pivalamidopyridin-3-yl diethylcarbamodithioate (21.9 g, 67 mmol) in methanol (220 mL) and 1 N sodium hydroxide (220 mL) was stirred at r.t. for 20 h. Tlc showed consumption of starting material. The clear yellow solution was diluted with water (500 mL). After letting the turbid solution stand for 5 min, crystals precipitated out. The solid was filtered off, washed with water (2×50 mL) and diethyl ether (3×50 mL), and air dried to afford 4-aminopyridin-3-yl diethylcarbamod... The reactants are CC(C)CCON=O, CCOC(=O)c1ncn(C(CO)C(C)O)c1N, C1CCOC1. The product is CCOC(=O)c1cn(C(CO)C(C)O)cn1. As a reaction SMILES: [CH3:1][CH:2]([CH2:3][CH2:4][O:5][N:6]=[O:7])[CH3:8].[NH2:9][c:10]1[c:11]([C:21](=[O:22])[O:23][CH2:24][CH3:25])[n:12][cH:13][n:14]1[CH:15]([CH:16]([CH3:17])[OH:18])[CH2:19][OH:20].[O:26]1[CH2:27][CH2:28][CH2:29][CH2:30]1>>[cH:10]1[c:11]([C:21](=[O:22])[O:23][CH2:24][CH3:25])[n:12][cH:13][n:14]1[CH:15]([CH:16]([CH3:17])[OH:18])[CH2:19][OH:20]. Yields the product FC(OC1=CC=C(C=C1)C1=CC=C(C(=N1)C(F)(F)F)COC1=CC=C2C=CN(C2=C1)CC(=O)O)(F)F ({6-[6-(4-Trifluoromethoxy-phenyl)-2-trifluoromethyl-pyridin-3-ylmethoxy]-indol-1-yl}-acetic acid). Procedure details: In analogy to the procedure described in example 5 g], {6-[6-(4-trifluoromethoxy-phenyl)-2-trifluoromethyl-pyridin-3-ylmethoxy]-indol-1-yl}-acetic acid ethyl ester was treated with LiOH to obtain the title compound as colorless solid. Starting materials: C(C)OC(CN1C=CC2=CC=C(C=C12)OCC=1C(=NC(=CC1)C1=CC=C(C=C1)OC(F)(F)F)C(F)(F)F)=O ({6-[6-(4-trifluoromethoxy-phenyl)-2-trifluoromethyl-pyridin-3-ylmethoxy]-indol-1-yl}-acetic acid ethyl ester), [Li+].[OH-] (LiOH). As a reaction SMILES: C([O:3][C:4](=[O:38])[CH2:5][N:6]1[C:14]2[C:9](=[CH:10][CH:11]=[C:12]([O:15][CH2:16][C:17]3[C:18]([C:34]([F:37])([F:36])[F:35])=[N:19][C:20]([C:23]4[CH:28]=[CH:27][C:26]([O:29][C:30]([F:33])([F:32])[F:31])=[CH:25][CH:24]=4)=[CH:21][CH:22]=3)[CH:13]=2)[CH:8]=[CH:7]1)C.[Li+].[OH-]>>[F:33][C:30]([F:31])([F:32])[O:29][C:26]1[CH:27]=[CH:28][C:23]([C:20]2[N:19]=[C:18]([C:34]([F:35])([F:36])[F:37])[C:17]([CH2:16][O:15][C:12]3[CH:13]=[C:14]4[C:9]([CH:8]=[CH:7][N:6]4[CH2:5][C:4]([OH:38])=[O:3])=[CH:10][CH:11]=3)=[CH:22][CH:21]=2)=[CH:24][CH:25]=1 |f:1.2|.